From a dataset of the Open Reaction Database (ORD), a public repository of structured organic reaction records. describe an organic reaction: reactants, conditions, products, and yield Isolated yield 61.0%. As a reaction SMILES: [CH2:1]([C:5]1[CH:10]=[CH:9][C:8]([C:11]2[O:15][C:14]([C:16]3[CH:32]=[CH:31][C:19]([CH2:20][NH:21][C@@H:22]4[CH2:25][C@H:24]([C:26]([O:28]CC)=[O:27])[CH2:23]4)=[CH:18][CH:17]=3)=[N:13][N:12]=2)=[CH:7][CH:6]=1)[CH:2]([CH3:4])[CH3:3].[OH-].[Na+].[ClH:35]>CO>[ClH:35].[CH2:1]([C:5]1[CH:6]=[CH:7][C:8]([C:11]2[O:15][C:14]([C:16]3[CH:32]=[CH:31][C:19]([CH2:20][NH:21][C@@H:22]4[CH2:25][C@H:24]([C:26]([OH:28])=[O:27])[CH2:23]4)=[CH:18][CH:17]=3)=[N:13][N:12]=2)=[CH:9][CH:10]=1)[CH:2]([CH3:4])[CH3:3] |f:1.2,5.6|. Product: Cl.C(C(C)C)C1=CC=C(C=C1)C1=NN=C(O1)C1=CC=C(CN[C@H]2C[C@H](C2)C(=O)O)C=C1 (cis-3-({4-[5-(4-Isobutylphenyl)-1,3,4-oxadiazol-2-yl]benzyl}amino)cyclobutanecarboxylic acid hydrochloride). Procedure: A solution of ethyl cis-3-({4-[5-(4-isobutylphenyl)-1,3,4-oxadiazol-2-yl]benzyl}amino)cyclobutane carboxylate (0.300 g, 0.692 mmol), 1N NaOH (6.0 mL), and methanol (5 mL) was heated in a microwave oven at 100° C. for 3 minutes. The reaction mixture was cooled to room temperature and pH was adjusted to 7 with 1N HCl, causing a white solid to precipitate. The reaction mixture was filtered and the solid was washed with water, then treated with 1N HC in ether to give the title compound (0.170 g, 61%... Reactants: C(C(C)C)C1=CC=C(C=C1)C1=NN=C(O1)C1=CC=C(CN[C@H]2C[C@H](C2)C(=O)OCC)C=C1 (ethyl cis-3-({4-[5-(4-isobutylphenyl)-1,3,4-oxadiazol-2-yl]benzyl}amino)cyclobutane carboxylate), [OH-].[Na+] (NaOH), Cl (HCl). Run in CO (methanol).